Dataset: the Open Reaction Database (ORD), a public repository of structured organic reaction records. Task: describe an organic reaction: reactants, conditions, products, and yield The reactants are C(=O)(O)[O-].[Na+] (NaHCO3), [N+](=O)([O-])C=1C=C2C=CNC2=CC1 (5-nitroindole), C(C)(=O)Cl (acetyl chloride), [Sn](Cl)(Cl)(Cl)Cl (tin tetrachloride). Solvent: C(Cl)Cl (methylene chloride), CN(C)C=O (DMF). Run at time 6 hour. Product: C(C)(=O)C1=CNC2=CC=C(C=C12)[N+](=O)[O-] (3-Acetyl-5-nitroindole). The yield is 99.0%. Reaction SMILES: [N+:1]([C:4]1[CH:5]=[C:6]2[C:10](=[CH:11][CH:12]=1)[NH:9][CH:8]=[CH:7]2)([O-:3])=[O:2].[C:13](Cl)(=[O:15])[CH3:14].[Sn](Cl)(Cl)(Cl)Cl.C([O-])(O)=O.[Na+]>C(Cl)Cl.CN(C=O)C>[C:13]([C:7]1[C:6]2[C:10](=[CH:11][CH:12]=[C:4]([N+:1]([O-:3])=[O:2])[CH:5]=2)[NH:9][CH:8]=1)(=[O:15])[CH3:14] |f:3.4|. Procedure: A solution of 5-nitroindole (10 g, 61.6 mmol) and acetyl chloride (5.8 g, 74 mmol) in methylene chloride at 0° C. is treated with tin tetrachloride (1M in CH2Cl2, 68 mL), stirred under N2 for 6 h, treated with saturated NaHCO3 to pH 9 and filtered. The filtrate is concentrated in vacuo to give a residue. The residue is dissolved in DMF and filtered. This filtrate is concentrated in vacuo to give the title product, 12.6 g (99% yield), identified by NMR and mass spectral analyses. Starting materials: C1CCOC1, [Li]CCCC, Cc1cnn(C)c1, CC(C)OB1OC(C)(C)C(C)(C)O1, [Cl-], [NH4+]. The product is Cc1cnn(C)c1B1OC(C)(C)C(C)(C)O1. Reaction SMILES: [CH2:1]1[O:2][CH2:3][CH2:4][CH2:5]1.[CH3:13][CH2:14][CH2:15][CH2:16][Li:17].[CH3:6][n:7]1[n:8][cH:9][c:10]([CH3:12])[cH:11]1.[CH:18]([O:19][B:22]1[O:23][C:24]([CH3:29])([CH3:30])[C:25]([CH3:27])([CH3:28])[O:26]1)([CH3:20])[CH3:21].[Cl-:31].[NH4+:32]>>[CH3:6][n:7]1[n:8][cH:9][c:10]([CH3:12])[c:11]1[B:22]1[O:23][C:24]([CH3:29])([CH3:30])[C:25]([CH3:27])([CH3:28])[O:26]1. Procedure details: 500 mg (1.18 mmol) 3-[1-(2-cyanoethyl)-5-methoxy-3-indolyl]-4-(1-methyl-3-indolyl)-1H-pyrrole-2,5-dione in 50 ml toluene are heated under reflux for 30 minutes with 225 mg (1.18 mmol) p-toluenesulphonic acid hydrate and 315 mg (1.39 mmol) 2,3-dichloro-5,6-dicyano-p-benzoquinone (DDQ). After cooling, the reaction mixture is evaporated in a vacuum and the residue is stirred with 100 ml 0.1N sodium hydroxide solution. The aqueous suspension is saturated with sodium chloride and extracted twice with... Reaction SMILES: [C:1]([CH2:3][CH2:4][N:5]1[C:13]2[C:8](=[CH:9][C:10]([O:14][CH3:15])=[CH:11][CH:12]=2)[C:7]([C:16]2[C:17](=[O:32])[NH:18][C:19](=[O:31])[C:20]=2[C:21]2[C:29]3[C:24](=[CH:25][CH:26]=[CH:27][CH:28]=3)[N:23]([CH3:30])[CH:22]=2)=[CH:6]1)#[N:2].O.C1(C)C=CC(S(O)(=O)=O)=CC=1.ClC1C(=O)C(C#N)=C(C#N)C(=O)C=1Cl.C(OC(C)C)(C)C>C1(C)C=CC=CC=1>[C:1]([CH2:3][CH2:4][N:5]1[C:6]2[C:22]3[N:23]([CH3:30])[C:24]4[C:29]([C:21]=3[C:20]3[C:19](=[O:31])[NH:18][C:17](=[O:32])[C:16]=3[C:7]=2[C:8]2[CH:9]=[C:10]([O:14][CH3:15])[CH:11]=[CH:12][C:13]1=2)=[CH:28][CH:27]=[CH:26][CH:25]=4)#[N:2] |f:1.2|. Yield: 54.2%. The product is C(#N)CCN1C=2C=CC(=CC2C2=C1C=1N(C3=CC=CC=C3C1C1=C2C(NC1=O)=O)C)OC (13-(2-cyanoethyl)-6,7,12,13-tetrahydro-3-methoxy-12-methyl-5,7-dioxo-5H-indolo[2,3-a]pyrrolo[3,4-c]carbazole). Starting materials: C(C)(C)OC(C)C (diisopropyl ether), O.C1(=CC=C(C=C1)S(=O)(=O)O)C (p-toluenesulphonic acid hydrate), ClC=1C(C(=C(C(C1Cl)=O)C#N)C#N)=O (2,3-dichloro-5,6-dicyano-p-benzoquinone), C(#N)CCN1C=C(C2=CC(=CC=C12)OC)C=1C(NC(C1C1=CN(C2=CC=CC=C12)C)=O)=O (3-[1-(2-cyanoethyl)-5-methoxy-3-indolyl]-4-(1-methyl-3-indolyl)-1H-pyrrole-2,5-dione). The solvent is C1(=CC=CC=C1)C (toluene). Run in O (water). RXN SMILES: [CH3:1][N:2]([C:6]1[C:7]2[CH:20]=[CH:19][CH:18]=[CH:17][C:8]=2[S:9][C:10]=1[C:11]1[CH:16]=[CH:15][CH:14]=[CH:13][CH:12]=1)CCC.C(O)=[O:22]>O>[CH:1]([NH:2][C:6]1[C:7]2[CH:20]=[CH:19][CH:18]=[CH:17][C:8]=2[S:9][C:10]=1[C:11]1[CH:16]=[CH:15][CH:14]=[CH:13][CH:12]=1)=[O:22]. Procedure: Preparation of the starting product by reduction of the 3-formamido-2-phenyl-benzo(b)thiophene which can be isolated either by drying of the intermediate product formed from preparation of the 3-amino-2-phenyl-benzo(b)thiophene from the 2-phenyl-benzo(b)thiophen-3-ol produced as an intermediate product (described following Example 14) by heating for 1 hour the 3-amino-2-phenyl-benzo(b)thiophene with the same quantity of formic acid at 98 to 100%, followed by dissolving in water and drying. In bo... The reactants are CN(CCC)C=1C2=C(SC1C1=CC=CC=C1)C=CC=C2 (3-(N-methyl-N-propylamino)-2-phenyl-benzo(b)thiophene), C(=O)O (formic acid). The product is C(=O)NC=1C2=C(SC1C1=CC=CC=C1)C=CC=C2 (3-formamido-2-phenyl-benzo(b)thiophene). The reactants are BrCCCCl (1-bromo-3-chloropropane), COC1=CC=2NC3=CC=CC(=C3SC2C=C1)S(=O)(=O)C (2-methoxy-6-methylsulphonylphenothiazine), [OH-].[K+] (potassium hydroxide). Run in C(C)C(=O)C (methyl ethyl ketone). Product: COC1=CC=2N(C3=CC=CC(=C3SC2C=C1)S(=O)(=O)C)CCCCl (2-Methoxy-6-methylsulphonyl-10-(3-chloropropyl)phenothiazine). Yield: 75.5%. Reaction SMILES: Br[CH2:2][CH2:3][CH2:4][Cl:5].[CH3:6][O:7][C:8]1[CH:21]=[CH:20][C:19]2[S:18][C:17]3[C:12](=[CH:13][CH:14]=[CH:15][C:16]=3[S:22]([CH3:25])(=[O:24])=[O:23])[NH:11][C:10]=2[CH:9]=1.[OH-].[K+]>C(C(C)=O)C>[CH3:6][O:7][C:8]1[CH:21]=[CH:20][C:19]2[S:18][C:17]3[C:12](=[CH:13][CH:14]=[CH:15][C:16]=3[S:22]([CH3:25])(=[O:24])=[O:23])[N:11]([CH2:2][CH2:3][CH2:4][Cl:5])[C:10]=2[CH:9]=1 |f:2.3|. Procedure details: 2-Methoxy-6-methylsulphonyl-10-(3-chloropropyl)phenothiazine (m.p. 122°-124°C.; 15.0 g.) is prepared by reacting 1-bromo-3-chloropropane (30.4 g.) with 2-methoxy-6-methylsulphonylphenothiazine (15.9 g.) in the presence of 85% pure ground potassium hydroxide (5.6 g.) dissolved in methyl ethyl ketone (75 cc.).